From a dataset of the Open Reaction Database (ORD), a public repository of structured organic reaction records. describe an organic reaction: reactants, conditions, products, and yield The reactants are CN(C)c1ccccn1, ClC(Cl)Cl, O=C(Cl)Cl, O, CC(C)C(Nc1ccccc1)C(=O)O, c1ccccc1. The product is CC(C)C(C(=O)O)N(C(=O)Cl)c1ccccc1. As a reaction SMILES: [CH3:25][N:26]([c:27]1[cH:28][cH:29][cH:30][cH:31][n:32]1)[CH3:33].[CH:35]([Cl:36])([Cl:37])[Cl:38].[Cl:15][C:16]([Cl:17])=[O:18].[OH2:34].[c:1]1([NH:7][CH:8]([CH:9]([CH3:10])[CH3:11])[C:12](=[O:13])[OH:14])[cH:2][cH:3][cH:4][cH:5][cH:6]1.[cH:19]1[cH:20][cH:21][cH:22][cH:23][cH:24]1>>[c:1]1([N:7]([CH:8]([CH:9]([CH3:10])[CH3:11])[C:12](=[O:13])[OH:14])[C:16]([Cl:15])=[O:18])[cH:2][cH:3][cH:4][cH:5][cH:6]1. The reactants are COc1ccc(OCc2ccccc2)c(-c2nc3nc(OC)ncc3[nH]2)c1, O. The product is COc1ccc(O)c(-c2nc3nc(OC)ncc3[nH]2)c1. As a reaction SMILES: [CH3:1][O:2][c:3]1[n:4][cH:5][c:6]2[nH:7][c:8](-[c:12]3[c:13]([O:20][CH2:21][c:22]4[cH:23][cH:24][cH:25][cH:26][cH:27]4)[cH:14][cH:15][c:16]([O:18][CH3:19])[cH:17]3)[n:9][c:10]2[n:11]1.[OH2:28]>>[CH3:1][O:2][c:3]1[n:4][cH:5][c:6]2[nH:7][c:8](-[c:12]3[c:13]([OH:20])[cH:14][cH:15][c:16]([O:18][CH3:19])[cH:17]3)[n:9][c:10]2[n:11]1. Reactants: O=C1C(CC2=CC(=C(C(=C12)Cl)Cl)OCC(=O)O)C ((1-oxo-2-methyl-6,7-dichloro-5-indanyloxy)acetic acid), ClCl (chlorine). The reagents and catalysts are Cl (hydrochloric acid). The solvent is C(C)(=O)O (acetic acid). The product is O=C1C(CC2=CC(=C(C(=C12)Cl)Cl)OCC(=O)O)(Cl)C ((1-oxo-2-methyl-2,6,7-trichloro-5-indanyloxy)acetic acid). RXN SMILES: [O:1]=[C:2]1[C:10]2[C:5](=[CH:6][C:7]([O:13][CH2:14][C:15]([OH:17])=[O:16])=[C:8]([Cl:12])[C:9]=2[Cl:11])[CH2:4][CH:3]1[CH3:18].[Cl:19]Cl>Cl.C(O)(=O)C>[O:1]=[C:2]1[C:10]2[C:5](=[CH:6][C:7]([O:13][CH2:14][C:15]([OH:17])=[O:16])=[C:8]([Cl:12])[C:9]=2[Cl:11])[CH2:4][C:3]1([CH3:18])[Cl:19]. Procedure: By following substantially the procedure described in Example 12, Step B, and using as the reactants (1-oxo-2-methyl-6,7-dichloro-5-indanyloxy)acetic acid (2.89 g., 0.01 mole), glacial acetic acid (50 ml.), chlorine (710 mg., 0.01 mole) and concentrated hydrochloric acid (1 drop) there is obtained (1-oxo-2-methyl-2,6,7-trichloro-5-indanyloxy)acetic acid. The yield is 49.9%. Reaction conditions: temperature -78 celsius, time 20 minute. Yields the product C(C)OC1=CC=C(S1)C=O (5-ethoxy-2-thiophenecarbaldehyde). The reactants are C(C)OC=1SC=CC1 (2-ethoxythiophene), C(CCC)[Li] (n-butyllithium), Cl (hydrochloric acid), CN(C=O)C (dimethylformamide). As a reaction SMILES: [CH2:1]([O:3][C:4]1[S:5][CH:6]=[CH:7][CH:8]=1)[CH3:2].C([Li])CCC.CN(C)[CH:16]=[O:17].Cl>O1CCCC1.CN(C)P(N(C)C)(N(C)C)=O>[CH2:1]([O:3][C:4]1[S:5][C:6]([CH:16]=[O:17])=[CH:7][CH:8]=1)[CH3:2] |f:4.5|. Run in O1CCCC1.CN(P(=O)(N(C)C)N(C)C)C (tetrahydrofuran hexamethylphosphoramide). Reported procedure: To a solution of 2-ethoxythiophene (355 mg, 2.77 mmol) in 14 mL of 9:1 tetrahydrofuran/hexamethylphosphoramide under argon at −78° C. was added n-butyllithium (1.22 mL, 2.5 M in hexanes) dropwise over 5 minutes. After stirring at −78° C. for 20 minutes, dimethylformamide (1.07 mL, 13.9 mmol) was added in a single portion and the reaction mixture allowed to warm to room temperature while stirring, before being poured into 60 mL of 1 N hydrochloric acid. Organics were extracted with 1:1 ether/hexa... The reactants are Cl, NC(N)=O, Nc1ncc2sc(=S)[nH]c2n1, [Na+], [OH-], O, OO. The product is Nc1ncc2sc(=O)[nH]c2n1. RXN SMILES: [ClH:20].[NH2:16][C:17](=[O:18])[NH2:19].[NH2:3][c:4]1[n:5][cH:6][c:7]2[c:8]([n:9]1)[nH:10][c:11](=[S:13])[s:12]2.[Na+:2].[OH-:1].[OH2:21].[OH:14][OH:15]>>[NH2:3][c:4]1[n:5][cH:6][c:7]2[c:8]([n:9]1)[nH:10][c:11](=[O:18])[s:12]2.